Dataset: the Open Reaction Database (ORD), a public repository of structured organic reaction records. Task: describe an organic reaction: reactants, conditions, products, and yield The reactants are N(=NC(=O)OCC)C(=O)OCC (diethyl azodicarboxylate), C(C)(C)(C)OC(=O)N1[C@@H]([C@@H](CC1)O)COCC1=CC=CC=C1 ((2R, 3R)-1-t-butoxycarbonyl-2-benzyloxymethyl-3-hydroxypyrrolidine), C1(=CC=CC=C1)P(C1=CC=CC=C1)C1=CC=CC=C1 (triphenylphosphine), C(C1=CC=CC=C1)(=O)O (benzoic acid). Solvent: O1CCCC1 (tetrahydrofuran), O1CCCC1 (tetrahydrofuran), C(C)(=O)OCC (ethyl acetate). Conditions: time 14 hour. Yields the product C(C)(C)(C)OC(=O)N1[C@@H]([C@H](CC1)OC(C1=CC=CC=C1)=O)COCC1=CC=CC=C1 ((2R,3S)-1-t-Butoxycarbonyl-3-benzoyloxy-2-benzyloxymethylpyrrolidine). The yield is 78.5%. As a reaction SMILES: N(C(OCC)=O)=NC(OCC)=O.[C:13]([O:17][C:18]([N:20]1[CH2:24][CH2:23][C@@H:22]([OH:25])[C@H:21]1[CH2:26][O:27][CH2:28][C:29]1[CH:34]=[CH:33][CH:32]=[CH:31][CH:30]=1)=[O:19])([CH3:16])([CH3:15])[CH3:14].C1(P(C2C=CC=CC=2)C2C=CC=CC=2)C=CC=CC=1.[C:54](O)(=[O:61])[C:55]1[CH:60]=[CH:59][CH:58]=[CH:57][CH:56]=1>O1CCCC1.C(OCC)(=O)C>[C:13]([O:17][C:18]([N:20]1[CH2:24][CH2:23][C@H:22]([O:25][C:54](=[O:61])[C:55]2[CH:60]=[CH:59][CH:58]=[CH:57][CH:56]=2)[C@H:21]1[CH2:26][O:27][CH2:28][C:29]1[CH:30]=[CH:31][CH:32]=[CH:33][CH:34]=1)=[O:19])([CH3:16])([CH3:14])[CH3:15]. Procedure details: A solution of 0.52 ml (3.31 mmol) of diethyl azodicarboxylate in 5 ml of tetrahydrofuran was slowly added at room temperature to a solution of 1.00 g (3.25 mmol) of (2R, 3R)-1-t-butoxycarbonyl-2-benzyloxymethyl-3-hydroxypyrrolidine [prepared as described in step (a) above], 0.87 g (3.31 mmol) of triphenylphosphine and 0.42 g (3.47 mmol) of benzoic acid in 5 ml of tetrahydrofuran, and the mixture was stirred for 14 hours. At the end of this time, the reaction mixture was diluted with ethyl acetat... Reactants: [OH-].[K+] (potassium hydroxide), OC(C(=O)OCC)CC1=CC=C(C=C1)OCC1=CC=CC=C1 (racemic ethyl 2-hydroxy-3-(4-benzyloxyphenyl)propionate), OC(C(=O)OCC)CC1=CC=C(C=C1)OCC1=CC=CC=C1 (racemic ethyl 2-hydroxy-3-(4-benzyloxyphenyl)propionate), C(C)I (Ethyliodide), ice water. Run in CS(=O)C (dimethylsulphoxide). The product is C(C)OC(C(=O)OCC)CC1=CC=C(C=C1)OCC1=CC=CC=C1 (racemic ethyl 2-ethoxy-3-(4-benzyloxyphenyl)propionate). Isolated yield 80.0%. Reaction SMILES: [OH:1][CH:2]([CH2:8][C:9]1[CH:14]=[CH:13][C:12]([O:15][CH2:16][C:17]2[CH:22]=[CH:21][CH:20]=[CH:19][CH:18]=2)=[CH:11][CH:10]=1)[C:3]([O:5][CH2:6][CH3:7])=[O:4].[OH-].[K+].[CH2:25](I)[CH3:26]>CS(C)=O>[CH2:25]([O:1][CH:2]([CH2:8][C:9]1[CH:14]=[CH:13][C:12]([O:15][CH2:16][C:17]2[CH:22]=[CH:21][CH:20]=[CH:19][CH:18]=2)=[CH:11][CH:10]=1)[C:3]([O:5][CH2:6][CH3:7])=[O:4])[CH3:26] |f:1.2|. Procedure: A mixture of racemic ethyl 2-hydroxy-3-(4-benzyloxyphenyl)propionate of the formula (10) (70 g) obtained according to the procedure described in step (iii) above. potassium hydroxide (26 g), dimethylsulphoxide (280 ml) and molecular sieves (36 g) was stirred at room temperature for 15 minutes. Ethyliodide (110 g) was added slowly at room temperature over 15 minutes. The reaction was stirred at the same temperature for a period of 15–20 h. The progress of the reaction was monitored by TLC. After ... Starting materials: O (water), Cl.NO (Hydroxylamine hydrochloride), [OH-].[Na+] (sodium hydroxide), FC(C=1C=C(C=CC1)C#CC#N)(F)F (3-(3-(Trifluoromethyl)phenyl)propiolonitrile). Procedure: Hydroxylamine hydrochloride (1.6 grams), and sodium hydroxide (1.6 grams) were dissolved in 32 ml. of a 1:1 mixture of water and methanol at 0°-5° C. 3-(3-(Trifluoromethyl)phenyl)propiolonitrile (2.8 grams) in 10 ml. of methanol was added portionwise, and the reaction mixture was stirred overnight (about 18 hours) at 25° C. Solvent was evaporated; water was added to the residue and the product extracted with ether, washed with water, dried and evaporated, yield 1.4 grams. The identity of the des... Conditions: temperature 25 celsius, time 18 hour. Run in CO (methanol), CO (methanol). As a reaction SMILES: Cl.[NH2:2][OH:3].[OH-].[Na+].O.[F:7][C:8]([F:20])([F:19])[C:9]1[CH:10]=[C:11]([C:15]#[C:16][C:17]#[N:18])[CH:12]=[CH:13][CH:14]=1>CO>[F:7][C:8]([F:19])([F:20])[C:9]1[CH:10]=[C:11]([C:15]2[O:3][N:2]=[C:17]([NH2:18])[CH:16]=2)[CH:12]=[CH:13][CH:14]=1 |f:0.1,2.3|. Product: FC(C=1C=C(C=CC1)C1=CC(=NO1)N)(F)F (5-(3-(TRIFLUOROMETHYL)PHENYL)-3-AMINOISOXAZOLE). Starting materials: ClC1=CC(=C(OC2=CC=C(C=C2)B2OC(C(O2)(C)C)(C)C)C=C1)F (2-(4-(4-chloro-2-fluorophenoxy)phenyl)-4,4,5,5-tetramethyl-1,3,2-dioxaborolane), C(=O)([O-])[O-].[Na+].[Na+] (Na2CO3), C(N)(=O)[C@H]1N(CCC1)C1=CC(=NC(=N1)Cl)C(=O)N ((S)-6-(2-carbamoylpyrrolidin-1-yl)-2-chloropyrimidine-4-carboxamide). Reagents/catalysts: C1=CC=C(C=C1)P([C-]2C=CC=C2)C3=CC=CC=C3.C1=CC=C(C=C1)P([C-]2C=CC=C2)C3=CC=CC=C3.Cl[Pd]Cl.[Fe+2] (PdCl2(dppf)). The solvent is O1CCOCC1 (dioxane). Reaction conditions: temperature 100 celsius. The product is C(N)(=O)[C@H]1N(CCC1)C1=CC(=NC(=N1)C1=CC=C(C=C1)OC1=C(C=C(C=C1)Cl)F)C(=O)N ((S)-6-(2-carbamoylpyrrolidin-1-yl)-2-(4-(4-chloro-2-fluorophenoxy)phenyl)pyrimidine-4-carboxamide). Isolated yield 33.0%. As a reaction SMILES: [C:1]([C@@H:4]1[CH2:8][CH2:7][CH2:6][N:5]1[C:9]1[N:14]=[C:13](Cl)[N:12]=[C:11]([C:16]([NH2:18])=[O:17])[CH:10]=1)(=[O:3])[NH2:2].[Cl:19][C:20]1[CH:41]=[CH:40][C:23]([O:24][C:25]2[CH:30]=[CH:29][C:28](B3OC(C)(C)C(C)(C)O3)=[CH:27][CH:26]=2)=[C:22]([F:42])[CH:21]=1.C([O-])([O-])=O.[Na+].[Na+]>O1CCOCC1.C1C=CC(P(C2C=CC=CC=2)[C-]2C=CC=C2)=CC=1.C1C=CC(P(C2C=CC=CC=2)[C-]2C=CC=C2)=CC=1.Cl[Pd]Cl.[Fe+2]>[C:1]([C@@H:4]1[CH2:8][CH2:7][CH2:6][N:5]1[C:9]1[N:14]=[C:13]([C:28]2[CH:27]=[CH:26][C:25]([O:24][C:23]3[CH:40]=[CH:41][C:20]([Cl:19])=[CH:21][C:22]=3[F:42])=[CH:30][CH:29]=2)[N:12]=[C:11]([C:16]([NH2:18])=[O:17])[CH:10]=1)(=[O:3])[NH2:2] |f:2.3.4,6.7.8.9|. Reported procedure: To a mixture of (S)-6-(2-carbamoylpyrrolidin-1-yl)-2-chloropyrimidine-4-carboxamide (0.272 g, 1.01 mmol) in dioxane (5 mL) was added 2-(4-(4-chloro-2-fluorophenoxy)phenyl)-4,4,5,5-tetramethyl-1,3,2-dioxaborolane (0.387 g, 1.11 mmol), 2M aqueous Na2CO3 (1.0 mL, 2.0 mmol) and PdCl2(dppf) (0.044 g, 0.054 mmol). The reaction vessel was flushed with argon, sealed, and heated at 100° C. overnight. After cooling, the reaction mixture was evaporated in vacuo and the residue chromatographed over silica g... Reactants: NC1=NC=CC=C1O (2-amino-3-hydroxy pyridine), ClCCl (dichloromethane), [OH-].[Na+] (sodium hydroxide), ClC1=C(CBr)C=CC=C1 (2chlorobenzyl bromide). The reagents and catalysts are CCCCCCCC[N+](C)(CCCCCCCC)CCCCCCCC.[Cl-] (Adogen 464). The solvent is O (water). Reaction conditions: time 5 minute. The product is NC1=NC=CC=C1OCC1=CC=C(C=C1)Cl (2-Amino-3-(4-chlorobenzyloxy)pyridine). Reaction SMILES: [NH2:1][C:2]1[C:7]([OH:8])=[CH:6][CH:5]=[CH:4][N:3]=1.Cl[CH2:10][Cl:11].[OH-].[Na+].Cl[C:15]1[CH:22]=C[CH:20]=[CH:19][C:16]=1[CH2:17]Br>CCCCCCCC[N+](CCCCCCCC)(CCCCCCCC)C.[Cl-].O>[NH2:1][C:2]1[C:7]([O:8][CH2:17][C:16]2[CH:19]=[CH:20][C:10]([Cl:11])=[CH:22][CH:15]=2)=[CH:6][CH:5]=[CH:4][N:3]=1 |f:2.3,5.6|. Procedure: A mixture of 2-amino-3-hydroxy pyridine (3.45 g, 0.313 mol), dichloromethane (20 ml) and 40% aqueous sodium hydroxide solution (20 ml) was stirred for five minutes, then 2chlorobenzyl bromide (6.09 g, 0.0315 mol) and Adogen 464 (3 ml) were added and stirring continued for 16 hours. The mixture was diluted with water and extracted with dichloromethane. Drying and evaporation of the organic extracts, and trituration with ether gave the desired product. Yield 3.5 g (48%), m.p. 121°-123 ° C. Reactants: CC(C)(C)OC(=O)c1ccc(N2CCN(c3ccc(C(=O)O)cc3)CC2)cc1, CCc1sc(NC(=O)c2ccc(N3CCN(c4ccc(C(=O)O)cc4)CC3)cc2)nc1-c1ccccc1, COc1cccc2sc(N)nc12, O=C(O)c1ccc(N2CCN(c3ccc(C(=O)Nc4cc(C(F)(F)F)ccc4F)cc3)CC2)cc1. Yields the product COc1cccc2sc(NC(=O)c3ccc(N4CCN(c5ccc(C(=O)O)cc5)CC4)cc3)nc12. As a reaction SMILES: [C:73]([O:74][C:75](=[O:76])[c:77]1[cH:78][cH:79][c:80]([N:81]2[CH2:82][CH2:83][N:84]([c:85]3[cH:86][cH:87][c:88]([C:89]([OH:90])=[O:91])[cH:92][cH:93]3)[CH2:94][CH2:95]2)[cH:96][cH:97]1)([CH3:98])([CH3:99])[CH3:100].[CH2:36]([c:37]1[s:38][c:39]([NH:40][C:41]([c:42]2[cH:43][cH:44][c:45]([N:46]3[CH2:47][CH2:48][N:49]([c:50]4[cH:51][cH:52][c:53]([C:54]([OH:55])=[O:56])[cH:57][cH:58]4)[CH2:59][CH2:60]3)[cH:61][cH:62]2)=[O:63])[n:64][c:65]1-[c:66]1[cH:67][cH:68][cH:69][cH:70][cH:71]1)[CH3:72].[CH3:101][O:102][c:103]1[cH:104][cH:105][cH:106][c:107]2[c:108]1[n:109][c:110]([NH2:112])[s:111]2.[F:1][c:2]1[cH:3][cH:4][c:5]([C:6]([F:7])([F:8])[F:9])[cH:10][c:11]1[NH:12][C:13](=[O:14])[c:15]1[cH:16][cH:17][c:18]([N:21]2[CH2:22][CH2:23][N:24]([c:27]3[cH:28][cH:29][c:30]([C:31](=[O:32])[OH:33])[cH:34][cH:35]3)[CH2:25][CH2:26]2)[cH:19][cH:20]1>>[NH:12]([C:13](=[O:14])[c:15]1[cH:16][cH:17][c:18]([N:21]2[CH2:22][CH2:23][N:24]([c:27]3[cH:28][cH:29][c:30]([C:31](=[O:32])[OH:33])[cH:34][cH:35]3)[CH2:25][CH2:26]2)[cH:19][cH:20]1)[c:110]1[n:109][c:108]2[c:103]([O:102][CH3:101])[cH:104][cH:105][cH:106][c:107]2[s:111]1.